The task is: describe an organic reaction: reactants, conditions, products, and yield. This data is from the Open Reaction Database (ORD), a public repository of structured organic reaction records. The reactants are FC1=CC=C(CN2C(N(C[C@@H]2C)C=2SC(=C(N2)C)C(=O)OCC)=O)C=C1 ((S)-ethyl 2-(3-(4-fluorobenzyl)-4-methyl-2-oxoimidazolidin-1-yl)-4-methylthiazole-5-carboxylate), FC1=CC=C(CN2C(N([C@H](C2)C)C=2SC(=C(N2)C)C(=O)OCC)=O)C=C1 ((S)-ethyl 2-(3-(4-fluorobenzyl)-5-methyl-2-oxoimidazolidin-1-yl)-4-methylthiazole-5-carboxylate). Product: FC1=CC=C(CN2C(N([C@H](C2)C)C=2SC(=C(N2)C)C(=O)O)=O)C=C1 ((S)-2-(3-(4-fluorobenzyl)-5-methyl-2-oxoimidazolidin-1-yl)-4-methylthiazole-5-carboxylic acid), solid. Yield: 91.0%. RXN SMILES: FC1C=CC(CN2[C@@H](C)CN(C3SC(C(OCC)=O)=C(C)N=3)C2=O)=CC=1.[F:27][C:28]1[CH:52]=[CH:51][C:31]([CH2:32][N:33]2[CH2:37][C@H:36]([CH3:38])[N:35]([C:39]3[S:40][C:41]([C:45]([O:47]CC)=[O:46])=[C:42]([CH3:44])[N:43]=3)[C:34]2=[O:50])=[CH:30][CH:29]=1>>[F:27][C:28]1[CH:29]=[CH:30][C:31]([CH2:32][N:33]2[CH2:37][C@H:36]([CH3:38])[N:35]([C:39]3[S:40][C:41]([C:45]([OH:47])=[O:46])=[C:42]([CH3:44])[N:43]=3)[C:34]2=[O:50])=[CH:51][CH:52]=1. Procedure: Following the procedure as described in Preparation 6, making variations as required to replace (S)-ethyl 2-(3-(4-fluorobenzyl)-4-methyl-2-oxoimidazolidin-1-yl)-4-methylthiazole-5-carboxylate with (S)-ethyl 2-(3-(4-fluorobenzyl)-5-methyl-2-oxoimidazolidin-1-yl)-4-methylthiazole-5-carboxylate, the title compound was obtained as a colorless solid (91%): 1H NMR (300 MHz, CDCl3) δ 7.29-7.25 (m, 2H), 7.08-7.02 (m, 2H), 4.67-4.62 (m 1H), 4.55 (d, J=14.9 Hz, 1H), 4.44 (d, J=14.9 Hz, 1H), 3.58 (t, J=9.0... Starting materials: CC(=O)[O-], CC(=O)[O-], Cc1ccc(B(O)O)cc1, O=C(c1ccc2[nH]c(C(=O)N3CCC(F)(F)CC3)cc2c1)N1CCN(C2CCCC2)CC1, ClCCl, [Cu+2], c1ccncc1. Product: Cc1ccc(-n2c(C(=O)N3CCC(F)(F)CC3)cc3cc(C(=O)N4CCN(C5CCCC5)CC4)ccc32)cc1. Reaction SMILES: [C:52]([O-:53])(=[O:54])[CH3:55].[C:57]([O-:58])(=[O:59])[CH3:60].[CH3:33][c:34]1[cH:35][cH:36][c:37]([B:40]([OH:41])[OH:42])[cH:38][cH:39]1.[CH:1]1([N:6]2[CH2:7][CH2:8][N:9]([C:12](=[O:13])[c:14]3[cH:15][c:16]4[cH:17][c:18]([C:23](=[O:24])[N:25]5[CH2:26][CH2:27][C:28]([F:31])([F:32])[CH2:29][CH2:30]5)[nH:19][c:20]4[cH:21][cH:22]3)[CH2:10][CH2:11]2)[CH2:2][CH2:3][CH2:4][CH2:5]1.[Cl:49][CH2:50][Cl:51].[Cu+2:56].[cH:43]1[cH:44][cH:45][n:46][cH:47][cH:48]1>>[CH:1]1([N:6]2[CH2:7][CH2:8][N:9]([C:12](=[O:13])[c:14]3[cH:15][c:16]4[cH:17][c:18]([C:23](=[O:24])[N:25]5[CH2:26][CH2:27][C:28]([F:31])([F:32])[CH2:29][CH2:30]5)[n:19](-[c:37]5[cH:36][cH:35][c:34]([CH3:33])[cH:39][cH:38]5)[c:20]4[cH:21][cH:22]3)[CH2:10][CH2:11]2)[CH2:2][CH2:3][CH2:4][CH2:5]1. Starting materials: CI, CN(C)C=O, [H-], [Na+], CC(C)(C)OC(=O)N1CCC(c2cnc(NCCCCc3ccccc3)nc2)C(OCc2ccc3ccccc3c2)C1. The product is CN(CCCCc1ccccc1)c1ncc(C2CCN(C(=O)OC(C)(C)C)CC2OCc2ccc3ccccc3c2)cn1. Reaction SMILES: [CH3:43][I:44].[CH3:47][N:48]([CH3:49])[CH:50]=[O:51].[H-:45].[Na+:46].[cH:1]1[c:2]([CH2:11][O:12][CH:13]2[CH2:14][N:15]([C:36](=[O:37])[O:38][C:39]([CH3:40])([CH3:41])[CH3:42])[CH2:16][CH2:17][CH:18]2[c:19]2[cH:20][n:21][c:22]([NH:25][CH2:26][CH2:27][CH2:28][CH2:29][c:30]3[cH:31][cH:32][cH:33][cH:34][cH:35]3)[n:23][cH:24]2)[cH:3][cH:4][c:5]2[cH:6][cH:7][cH:8][cH:9][c:10]12>>[cH:1]1[c:2]([CH2:11][O:12][CH:13]2[CH2:14][N:15]([C:36](=[O:37])[O:38][C:39]([CH3:40])([CH3:41])[CH3:42])[CH2:16][CH2:17][CH:18]2[c:19]2[cH:20][n:21][c:22]([N:25]([CH2:26][CH2:27][CH2:28][CH2:29][c:30]3[cH:31][cH:32][cH:33][cH:34][cH:35]3)[CH3:43])[n:23][cH:24]2)[cH:3][cH:4][c:5]2[cH:6][cH:7][cH:8][cH:9][c:10]12.